Dataset: the Open Reaction Database (ORD), a public repository of structured organic reaction records. Task: describe an organic reaction: reactants, conditions, products, and yield Reported procedure: 5.0 g of tert-butyl-hydroquinone, 40 cm3 of methanol and 1.0 g of cupric chloride are fed into the autoclave. The autoclave is purged with nitrogen and kept at 105° C. for 2.5 hours. On termination of the reaction, mixture analysis indicates the formation of 4.4 g of tert-butyl-hydroquinone monomethyl ether (BHA) (conversion 100%, selectivity 82%). The two BHA isomers (3-tert-butyl-4-hydroxyanisole and 2-tert-butyl-4-hydroxyanisole) are formed in a weight ratio of 99:1. As a reaction SMILES: [C:1]([C:5]1[CH:11]=[C:10]([OH:12])[CH:9]=[CH:8][C:6]=1[OH:7])([CH3:4])([CH3:3])[CH3:2].[CH3:13][O:14][C:15]1[CH:21]=[CH:20][C:18]([OH:19])=[CH:17][C:16]=1[C:22]([CH3:25])([CH3:24])[CH3:23]>CO>[C:1]([C:5]1[CH:11]=[C:10]([O:12][CH3:13])[CH:9]=[CH:8][C:6]=1[OH:7])([CH3:4])([CH3:2])[CH3:3].[C:22]([C:16]1[CH:17]=[C:18]([OH:19])[CH:20]=[CH:21][C:15]=1[O:14][CH3:13])([CH3:25])([CH3:23])[CH3:24]. Yields the product C(C)(C)(C)C=1C=C(C=CC1O)OC (3-tert-butyl-4-hydroxyanisole), C(C)(C)(C)C1=C(C=CC(=C1)O)OC (2-tert-butyl-4-hydroxyanisole). Run in CO (methanol). Reaction conditions: time 2.5 hour. Reactants: COC1=C(C=C(O)C=C1)C(C)(C)C (tert-butyl-hydroquinone monomethyl ether), C(C)(C)(C)C1=C(O)C=CC(=C1)O (tert-butyl-hydroquinone), cupric chloride. The reactants are P(=O)(OCC)(OCC)Cl (diethyl chlorophosphate), ClC1=CC=C2C(=N1)COC1=C(C2=O)C=CC=C1 (2-chloro-5,11-dihydrobenzooxepino[3,4-b]pyridin-5-one), N-Lithium diisopropylamide, C(CC)#N (propionitrile), C(C)(=O)OCC (ethyl acetate). Solvent: CN(C)C=O (DMF), C1CCOC1 (THF), O (water). Reaction conditions: temperature 0 celsius. The product is ClC1=CC=C/2C(=N1)COC1=C(\C2=C(\C#N)/C)C=CC=C1 ((E)-2-(2-chloro-5,11-dihydrobenzooxepino[3,4-b]pyridin-5-ylidene)propiononitrile), ClC1=CC=C/2C(=N1)COC1=C(\C2=C(/C#N)\C)C=CC=C1 ((Z)-2-(2-chloro-5,11-dihydrobenzooxepino[3,4-b]pyridin-5-ylidene)propiononitrile). Yield: 159.1%. As a reaction SMILES: [C:1](#[N:4])[CH2:2][CH3:3].P(Cl)(OCC)(OCC)=O.[Cl:14][C:15]1[N:20]=[C:19]2[CH2:21][O:22][C:23]3[CH:30]=[CH:29][CH:28]=[CH:27][C:24]=3[C:25](=O)[C:18]2=[CH:17][CH:16]=1.C(OCC)(=O)C>C1COCC1.CN(C=O)C.O>[Cl:14][C:15]1[N:20]=[C:19]2[CH2:21][O:22][C:23]3[CH:30]=[CH:29][CH:28]=[CH:27][C:24]=3/[C:25](=[C:2](\[CH3:3])/[C:1]#[N:4])/[C:18]2=[CH:17][CH:16]=1.[Cl:14][C:15]1[N:20]=[C:19]2[CH2:21][O:22][C:23]3[CH:30]=[CH:29][CH:28]=[CH:27][C:24]=3/[C:25](=[C:2](/[CH3:3])\[C:1]#[N:4])/[C:18]2=[CH:17][CH:16]=1. Procedure details: [step 1] To a solution (100 mL) of 5,11-dihydrobenzooxepino[3,4-b]pyridine (Synthesis, 1997, 1, 113-116, 5.00 g, 23.7 mmol) in chloroform was added m-chloroperbenzoic acid (4.89 g, 28.4 mmol), and the mixture was stirred at room temperature overnight. To the reaction mixture was added sodium hydrogen carbonate, and the mixture was extracted 3 times with chloroform. The combined organic layer was dried over anhydrous magnesium sulfate, and concentrated under reduced pressure. The obtained residue...